From a dataset of the Open Reaction Database (ORD), a public repository of structured organic reaction records. describe an organic reaction: reactants, conditions, products, and yield Reactants: C=CCCCC (1-hexene), C=C (ethylene), C=CCCCCCC (octene), C=CCCCCCC (1-octene). The solvent is CCCCCC (n-hexane). Product: C=CCCCC.C=CC (1-Hexene propylene). RXN SMILES: [CH2:1]=[CH:2][CH2:3][CH2:4][CH2:5][CH3:6].[CH2:7]=[CH:8][CH2:9]CCCCC.C=C>CCCCCC>[CH2:1]=[CH:2][CH2:3][CH2:4][CH2:5][CH3:6].[CH2:7]=[CH:8][CH3:9] |f:4.5|. Procedure details: The procedure used for the preparation of copolymer S-2 was repeated except that 1-hexene was replaced with 1 -octene. A tacky amorphous polymer was obtained in 56% conversion having an inherent viscosity of 4.2 dL/g in n-hexane and a Tg of -51° C. It contained 89 mole percent of 1-octene and 11 mole percent of ethylene. Starting materials: CCC(C)=O, COC(Cn1c(=O)ccc2nc(C)c(F)cc21)OC, Cl. Product: Cc1nc2ccc(=O)n(CC=O)c2cc1F. As a reaction SMILES: [CH2:20]([C:21]([CH3:22])=[O:23])[CH3:24].[CH3:1][O:2][CH:3]([CH2:4][n:5]1[c:6](=[O:17])[cH:7][cH:8][c:9]2[n:10][c:11]([CH3:16])[c:12]([F:15])[cH:13][c:14]12)[O:18][CH3:19].[ClH:25]>>[O:2]=[CH:3][CH2:4][n:5]1[c:6](=[O:17])[cH:7][cH:8][c:9]2[n:10][c:11]([CH3:16])[c:12]([F:15])[cH:13][c:14]12. Reactants: CC(C)(C)OC(=O)N(CCCCCCNC(=O)c1ccccc1)CCC(=O)Nc1ccc(OC2OC(CO)C(O)C(O)C2O)cc1, NCCCCCCCNC(=O)c1ccccc1, C=CC(=O)Nc1ccc(OC2OC(CO)C(O)C(O)C2O)cc1. Yields the product CC(C)(C)OC(=O)N(CCCCCCCNC(=O)c1ccccc1)CCC(=O)Nc1ccc(OC2OC(CO)C(O)C(O)C2O)cc1. RXN SMILES: [C:1]([CH3:2])([CH3:3])([CH3:4])[O:5][C:6]([N:7]([CH2:8][CH2:9][C:10]([NH:11][c:12]1[cH:13][cH:14][c:15]([O:18][CH:19]2[O:20][CH:21]([CH2:28][OH:29])[CH:22]([OH:27])[CH:23]([OH:26])[CH:24]2[OH:25])[cH:16][cH:17]1)=[O:30])[CH2:31][CH2:32][CH2:33][CH2:34][CH2:35][CH2:36][NH:37][C:38](=[O:39])[c:40]1[cH:41][cH:42][cH:43][cH:44][cH:45]1)=[O:46].[NH2:70][CH2:71][CH2:72][CH2:73][CH2:74][CH2:75][CH2:76][CH2:77][NH:78][C:79]([c:80]1[cH:81][cH:82][cH:83][cH:84][cH:85]1)=[O:86].[O:47]([c:48]1[cH:49][cH:50][c:51]([NH:52][C:53]([CH:54]=[CH2:55])=[O:56])[cH:57][cH:58]1)[CH:59]1[O:60][CH:61]([CH2:62][OH:63])[CH:64]([OH:65])[CH:66]([OH:67])[CH:68]1[OH:69]>>[C:1]([CH3:2])([CH3:3])([CH3:4])[O:5][C:6]([N:7]([CH2:8][CH2:9][C:10]([NH:11][c:12]1[cH:13][cH:14][c:15]([O:18][CH:19]2[O:20][CH:21]([CH2:28][OH:29])[CH:22]([OH:27])[CH:23]([OH:26])[CH:24]2[OH:25])[cH:16][cH:17]1)=[O:30])[CH2:31][CH2:72][CH2:73][CH2:74][CH2:75][CH2:76][CH2:77][NH:78][C:79]([c:80]1[cH:81][cH:82][cH:83][cH:84][cH:85]1)=[O:86])=[O:46]. Reactants: CC(C)(C)[O-], COCCOC, N#Cc1c(F)cccc1Cl, [K+], O. Yields the product CC(C)(C)Oc1cccc(Cl)c1C#N. RXN SMILES: [CH3:11][C:12]([CH3:13])([O-:14])[CH3:15].[CH3:18][O:19][CH2:20][CH2:21][O:22][CH3:23].[F:1][c:2]1[c:3]([C:4]#[N:5])[c:6]([Cl:10])[cH:7][cH:8][cH:9]1.[K+:16].[OH2:17]>>[c:2]1([O:14][C:12]([CH3:11])([CH3:13])[CH3:15])[c:3]([C:4]#[N:5])[c:6]([Cl:10])[cH:7][cH:8][cH:9]1.